Task: describe an organic reaction: reactants, conditions, products, and yield. Dataset: the Open Reaction Database (ORD), a public repository of structured organic reaction records Reactants: NC1=NC(=CC(=N1)OC)OC (2-amino-4,6-dimethoxypyrimidine), C(C#C)OC1=C(OS(=O)(=O)N=C=O)C=CC=C1 (2-propargyloxyphenoxysulfonyl isocyanate). Procedure: 3.1 g (0.02 mol) of 2-amino-4,6-dimethoxypyrimidine are dissolved in 30 ml of dichloromethane, and 5.1 g (0.02 mol) of 2-propargyloxyphenoxysulfonyl isocyanate--dissolved in 20 ml of dichloromethane--are added at 0° C. After the reaction mixture has been stirred for 24 hours at room temperature, it is diluted with 50 ml of dichloromethane, washed with 50 ml of 1N hydrochloric acid and 50 ml of water, dried and evaporated. The oily residue crystallizes on trituration with diethyl ether. 7.4 g (91... Yield: 90.6%. Reaction SMILES: [NH2:1][C:2]1[N:7]=[C:6]([O:8][CH3:9])[CH:5]=[C:4]([O:10][CH3:11])[N:3]=1.[CH2:12]([O:15][C:16]1[CH:28]=[CH:27][CH:26]=[CH:25][C:17]=1[O:18][S:19]([N:22]=[C:23]=[O:24])(=[O:21])=[O:20])[C:13]#[CH:14]>ClCCl>[CH3:9][O:8][C:6]1[CH:5]=[C:4]([O:10][CH3:11])[N:3]=[C:2]([NH:1][C:23](=[O:24])[NH:22][S:19]([O:18][C:17]2[CH:25]=[CH:26][CH:27]=[CH:28][C:16]=2[O:15][CH2:12][C:13]#[CH:14])(=[O:21])=[O:20])[N:7]=1. The solvent is ClCCl (dichloromethane), ClCCl (dichloromethane), ClCCl (dichloromethane). Product: COC1=NC(=NC(=C1)OC)NC(NS(=O)(=O)OC1=C(C=CC=C1)OCC#C)=O (3-(4,6-dimethoxypyrimidin-2-yl)-1-(2-propargyloxyphenoxysulfonyl)urea). Run at time 24 hour. Reactants: CCOC(=O)C1=Cc2cc(Cl)cc(C#Cc3cccc(F)c3)c2OC1C(F)(F)F, C1CCOC1, CCO, Cl, O, O. Yields the product O=C(O)C1=Cc2cc(Cl)cc(C#Cc3cccc(F)c3)c2OC1C(F)(F)F. RXN SMILES: [CH2:1]([CH3:2])[O:3][C:4](=[O:5])[C:6]1=[CH:15][c:14]2[c:9]([c:10]([C:17]#[C:18][c:19]3[cH:20][c:21]([F:25])[cH:22][cH:23][cH:24]3)[cH:11][c:12]([Cl:16])[cH:13]2)[O:8][CH:7]1[C:26]([F:27])([F:28])[F:29].[CH2:30]1[O:31][CH2:32][CH2:33][CH2:34]1.[CH3:35][CH2:36][OH:37].[ClH:39].[OH2:38].[OH2:40]>>[O:3]=[C:4]([OH:5])[C:6]1=[CH:15][c:14]2[c:9]([c:10]([C:17]#[C:18][c:19]3[cH:20][c:21]([F:25])[cH:22][cH:23][cH:24]3)[cH:11][c:12]([Cl:16])[cH:13]2)[O:8][CH:7]1[C:26]([F:27])([F:28])[F:29]. The reactants are NC=1C=C(C=CC1)NC(=O)C=1C(=CC=CC1)C1=CC=C(C=C1)C(F)(F)F (4′-trifluoromethyl-biphenyl-2-carboxylic acid (3-amino-phenyl)-amide), 2-dimethylaminomethylene-1,3-bis(dimethylimmonio)propane bis(tetrafluoroborate). Run in C(C)O (ethanol). Reaction conditions: time 3 hour. Product: C(=O)C=1C=NC2=CC(=CC=C2C1)NC(=O)C=1C(=CC=CC1)C1=CC=C(C=C1)C(F)(F)F (4′-trifluoromethyl-biphenyl-2-carboxylic acid (3-formyl-quinolin-7-yl)-amide). Yield: 200.0%. As a reaction SMILES: [NH2:1][C:2]1[CH:3]=[C:4]([NH:8][C:9]([C:11]2[C:12]([C:17]3[CH:22]=[CH:21][C:20]([C:23]([F:26])([F:25])[F:24])=[CH:19][CH:18]=3)=[CH:13][CH:14]=[CH:15][CH:16]=2)=[O:10])[CH:5]=[CH:6][CH:7]=1>C(O)C>[CH:9]([C:11]1[CH:16]=[N:1][C:2]2[C:7]([CH:12]=1)=[CH:6][CH:5]=[C:4]([NH:8][C:9]([C:11]1[C:12]([C:17]3[CH:22]=[CH:21][C:20]([C:23]([F:24])([F:25])[F:26])=[CH:19][CH:18]=3)=[CH:13][CH:14]=[CH:15][CH:16]=1)=[O:10])[CH:3]=2)=[O:10]. Reported procedure: A slurry of 4′-trifluoromethyl-biphenyl-2-carboxylic acid (3-amino-phenyl)-amide (6.5 g, 18.2 mmol, 1 equiv) and 2-dimethylaminomethylene-1,3-bis(dimethylimmonio)propane bis(tetrafluoroborate) (19.5 g, 54.7 mmol, 3 equiv) in ethanol (200 mL, 30 volumes) was heated at reflux for 24 hours. The reaction became homogeneous after heating for 4 hours. The solution was concentrated and the residue was dissolved in THF (100 mL, 15 volumes) and 1 N HCl (100 mL, 15 volumes). The reaction mixture was stirr... Starting materials: Cl (Hydrochloric acid), COC=1C=C(COC2=NN(C=C2C(=O)OCC)C2=CC=CC=C2)C=CC1OCC=1N=C(OC1C)C1=CC=CC=C1 (ethyl 3-{[3-methoxy-4-(5-methyl-2-phenyl-1,3-oxazol-4-ylmethoxy)benzyl]oxy}-1-phenyl-1H-pyrazole-4-carboxylate), [OH-].[Na+] (sodium hydroxide), O1CCCC1 (tetrahydrofuran). The solvent is C(C)O (ethanol). Run at temperature 60 celsius, time 5 hour. Product: COC=1C=C(COC2=NN(C=C2C(=O)O)C2=CC=CC=C2)C=CC1OCC=1N=C(OC1C)C1=CC=CC=C1 (3-{[3-methoxy-4-(5-methyl-2-phenyl-1,3-oxazol-4-ylmethoxy)benzyl]oxy}-1-phenyl-1H-pyrazole-4-carboxylic acid). The yield is 92.5%. As a reaction SMILES: [CH3:1][O:2][C:3]1[CH:4]=[C:5]([CH:24]=[CH:25][C:26]=1[O:27][CH2:28][C:29]1[N:30]=[C:31]([C:35]2[CH:40]=[CH:39][CH:38]=[CH:37][CH:36]=2)[O:32][C:33]=1[CH3:34])[CH2:6][O:7][C:8]1[C:12]([C:13]([O:15]CC)=[O:14])=[CH:11][N:10]([C:18]2[CH:23]=[CH:22][CH:21]=[CH:20][CH:19]=2)[N:9]=1.[OH-].[Na+].O1CCCC1.Cl>C(O)C>[CH3:1][O:2][C:3]1[CH:4]=[C:5]([CH:24]=[CH:25][C:26]=1[O:27][CH2:28][C:29]1[N:30]=[C:31]([C:35]2[CH:40]=[CH:39][CH:38]=[CH:37][CH:36]=2)[O:32][C:33]=1[CH3:34])[CH2:6][O:7][C:8]1[C:12]([C:13]([OH:15])=[O:14])=[CH:11][N:10]([C:18]2[CH:19]=[CH:20][CH:21]=[CH:22][CH:23]=2)[N:9]=1 |f:1.2|. Reported procedure: A mixture of ethyl 3-{[3-methoxy-4-(5-methyl-2-phenyl-1,3-oxazol-4-ylmethoxy)benzyl]oxy}-1-phenyl-1H-pyrazole-4-carboxylate (3.00 g), 1N aqueous sodium hydroxide solution (10 mL), tetrahydrofuran (30 mL) and ethanol (30 mL) was stirred at 60° C. for 5 hrs. 1N Hydrochloric acid (10 mL) was added to the reaction mixture, and the mixture was extracted with ethyl acetate. The ethyl acetate layer was washed with saturated brine, dried over anhydrous magnesium sulfate and concentrated. The obtained co... Reactants: Cl[C@@H]1[C@@H]2[C@H](N(C1)C(=O)OCC1C3=CC=CC=C3C=3C=CC=CC13)[C@H](CO2)O ((3R, 3aR, 6S, 6aS)-(9H-Fluoren-9-yl)methyl 6-chloro-3-hydroxytetrahydro-2H-furo[3,2-b]pyrrole-4(5H)-carboxylate), [H][H] (hydrogen), Cl[C@@H]1[C@@H]2[C@H](N(C1)C(=O)OCC1=CC=CC=C1)[C@H](CO2)O ((3R, 3aR, 6S, 6aS)-Benzyl 6-chloro-3-hydroxytetrahydro-2H-furo[3,2-b]pyrrole-4(5H)-carboxylate). The reagents and catalysts are [Pd] (palladium on charcoal). Run in C(C)O (Ethanol). Run at time 35 minute. Yields the product Cl[C@@H]1[C@@H]2[C@H](NC1)[C@H](CO2)O ((3R, 3aR, 6S, 6aS)-6-chlorohexahydro-2H-furo[3,2-b]pyrrol-3-ol). RXN SMILES: [Cl:1][C@H:2]1[CH2:6][N:5](C(OCC2C3C=CC=CC=3C3C2=CC=CC=3)=O)[C@@H:4]2[C@@H:24]([OH:27])[CH2:25][O:26][C@H:3]12.Cl[C@H]1CN(C(OCC2C=CC=CC=2)=O)[C@@H]2[C@@H](O)CO[C@H]12.[H][H]>[Pd].C(O)C>[Cl:1][C@H:2]1[CH2:6][NH:5][C@@H:4]2[C@@H:24]([OH:27])[CH2:25][O:26][C@H:3]12. Reported procedure: (3R, 3aR, 6S, 6aS)-(9H-Fluoren-9-yl)methyl 6-chloro-3-hydroxytetrahydro-2H-furo[3,2-b]pyrrole-4(5H)-carboxylate (70). Ethanol (8.5 mL) was added dropwise to a mixture of 10% palladium on charcoal (55 mg) and alcohol (68) (550 mg, 1.85 mmol) under an atmosphere of argon. The argon was replaced by hydrogen then the suspension was stirred for 1 hour 35 minutes before filtering the mixture through celite in vacuo. The filter cake was washed with ethanol (45 mL) then the solvents removed in vacuo fro...